This data is from the Open Reaction Database (ORD), a public repository of structured organic reaction records. The task is: describe an organic reaction: reactants, conditions, products, and yield Reactants: CCCC[Sn](CCCC)CCCC.CCCC[Sn](CCCC)CCCC (hexabutylditin), NC1=C(C(=NC(=N1)Cl)C(=O)OCC)[N+](=O)[O-] (ethyl 6-amino-2-chloro-5-nitropyrimidine-4-carboxylate), FC=1C=C2C(=NC1)N(N=C2I)CC2=C(C=CC=C2)F (5-Fluoro-1-(2-fluorobenzyl)-3-iodo-1H-pyrazolo[3,4-b]pyridine). The reagents and catalysts are Cl[Pd]([P](C1=CC=CC=C1)(C2=CC=CC=C2)C3=CC=CC=C3)([P](C4=CC=CC=C4)(C5=CC=CC=C5)C6=CC=CC=C6)Cl (bis(triphenylphosphine)palladium(II) chloride). The solvent is O1CCOCC1 (dioxane). Conditions: temperature 100 celsius, time 8 hour. The product is NC1=C(C(=NC(=N1)C1=NN(C2=NC=CC=C21)CC2=C(C=CC=C2)F)C(=O)OCC)[N+](=O)[O-] (Ethyl 6-amino-2-[1-(2-fluorobenzyl)-1H-pyrazolo[3,4-b]pyridin-3-yl]-5-nitropyrimidine-4-carboxylate). Reaction SMILES: F[C:2]1[CH:3]=[C:4]2[C:10](I)=[N:9][N:8]([CH2:12][C:13]3[CH:18]=[CH:17][CH:16]=[CH:15][C:14]=3[F:19])[C:5]2=[N:6][CH:7]=1.CCCC[Sn](CCCC)CCCC.CCCC[Sn](CCCC)CCCC.[NH2:46][C:47]1[N:52]=[C:51](Cl)[N:50]=[C:49]([C:54]([O:56][CH2:57][CH3:58])=[O:55])[C:48]=1[N+:59]([O-:61])=[O:60]>O1CCOCC1.Cl[Pd](Cl)([P](C1C=CC=CC=1)(C1C=CC=CC=1)C1C=CC=CC=1)[P](C1C=CC=CC=1)(C1C=CC=CC=1)C1C=CC=CC=1>[NH2:46][C:47]1[N:52]=[C:51]([C:10]2[C:4]3[C:5](=[N:6][CH:7]=[CH:2][CH:3]=3)[N:8]([CH2:12][C:13]3[CH:18]=[CH:17][CH:16]=[CH:15][C:14]=3[F:19])[N:9]=2)[N:50]=[C:49]([C:54]([O:56][CH2:57][CH3:58])=[O:55])[C:48]=1[N+:59]([O-:61])=[O:60] |f:1.2,^1:23,36,70,89|. Procedure details: Under argon, 3.85 g (10.91 mmol) of the compound from example 24A were initially charged in dioxane (100 ml) and the reaction mixture was purged with argon. Subsequently, 8.27 ml (16.36 mmol) of hexabutylditin and 2.96 g (12.00 mmol) of ethyl 6-amino-2-chloro-5-nitropyrimidine-4-carboxylate (prepared according to J. Chem. Res. 1989, 2086-2097) were added. Thereafter, 3.83 g (5.45 mmol) of bis(triphenylphosphine)palladium(II) chloride were added and the reaction mixture was stirred at 100° C. ove... Starting materials: N(CC(=O)O)C(CO)(CO)CO.CCCCCCCCCCCCOS(=O)(=O)[O-].[Na+] (Tricine SDS), N[C@@H](CCCNC(N)=N)C(=O)O (arginine), [Mg+2].[Cl-].[Cl-] (MgCl2), N[C@@H](CCCNC(N)=N)C(=O)O (arginine), [O-]S(=O)(=O)[O-].[Mg+2] (MgSO4), N[C@@H](CCCNC(N)=N)C(=O)O (arginine), [Mg+2].[Cl-].[Cl-] (MgCl2), N[C@@H](CCCNC(N)=N)C(=O)O (arginine), [O-]S(=O)(=O)[O-].[Mg+2] (MgSO4), [Na+].[Cl-] (NaCl), [Na+].[Cl-] (NaCl), [Na+].[Cl-] (NaCl), [O-]S(=O)(=O)[O-].[Na+].[Na+] (Na2SO4). Product: N[C@@H](CCCNC(N)=N)C(=O)O.[Na+].[Cl-] (Arginine NaCl). RXN SMILES: N(C(CO)(CO)CO)CC(O)=O.CCCCCCCCCCCCOS([O-])(=O)=O.[Na+:30].[Na+].[Cl-:32].[Mg+2].[Cl-].[Cl-].[O-]S([O-])(=O)=O.[Mg+2].[O-]S([O-])(=O)=O.[Na+].[Na+].[NH2:49][C@H:50]([C:58]([OH:60])=[O:59])[CH2:51][CH2:52][CH2:53][NH:54][C:55](=[NH:57])[NH2:56]>>[NH2:49][C@H:50]([C:58]([OH:60])=[O:59])[CH2:51][CH2:52][CH2:53][NH:54][C:55](=[NH:56])[NH2:57].[Na+:30].[Cl-:32] |f:0.1.2,3.4,5.6.7,8.9,10.11.12,14.15.16|. Reported procedure: BMP-2 protein in 1% acetic acid or in reverse phase buffer of 0.1% TFA, 3-40% acetonitrile was dried or reduced in volume to remove acetonitrile using a speed vacuum, redissolved with four microliters of 0.01% TFA and allowed to dissolve completely for 5 to 10 minutes. The protein concentrations used were such that the final protein concentration in the folding buffer was 10 to 100 μg/ml. The folding buffer contained 100 mM buffer titrated to the appropriate pH, 5 mM EDTA, and the desired concen...